Dataset: the Open Reaction Database (ORD), a public repository of structured organic reaction records. Task: describe an organic reaction: reactants, conditions, products, and yield Reactants: O=C1N(C(CC1)=O)OC(=O)C1=C(N=C(O1)C1=C(C=CC=C1)Cl)CC (2-(2-chloro-phenyl)-4-ethyl-oxazole-5-carboxylic acid 2,5-dioxo-pyrrolidin-1-yl ester), N1(CCOCC1)C1=CC=C(C=N1)N (6-morpholin-4-yl-pyridin-3-ylamine). The solvent is C(C)#N (acetonitrile). Conditions: temperature 85 celsius, time 8 hour. Product: N1(CCOCC1)C1=CC=C(C=N1)NC(=O)C1=C(N=C(O1)C1=C(C=CC=C1)Cl)CC (2-(2-chloro-phenyl)-4-ethyl-oxazole-5-carboxylic acid (6-morpholin-4-yl-pyridin-3-yl)-amide). Yield: 51.8%. RXN SMILES: O=C1CCC(=O)N1O[C:9]([C:11]1[O:15][C:14]([C:16]2[CH:21]=[CH:20][CH:19]=[CH:18][C:17]=2[Cl:22])=[N:13][C:12]=1[CH2:23][CH3:24])=[O:10].[N:25]1([C:31]2[N:36]=[CH:35][C:34]([NH2:37])=[CH:33][CH:32]=2)[CH2:30][CH2:29][O:28][CH2:27][CH2:26]1>C(#N)C>[N:25]1([C:31]2[N:36]=[CH:35][C:34]([NH:37][C:9]([C:11]3[O:15][C:14]([C:16]4[CH:21]=[CH:20][CH:19]=[CH:18][C:17]=4[Cl:22])=[N:13][C:12]=3[CH2:23][CH3:24])=[O:10])=[CH:33][CH:32]=2)[CH2:30][CH2:29][O:28][CH2:27][CH2:26]1. Procedure: A mixture of 2-(2-chloro-phenyl)-4-ethyl-oxazole-5-carboxylic acid 2,5-dioxo-pyrrolidin-1-yl ester (174 mg, 0.5 mmol) and 6-morpholin-4-yl-pyridin-3-ylamine (90 mg, 0.5 mmol) in 5 mL of acetonitrile was stirred at 85° C. overnight. The solvent was removed in vacuo, and the crude product was purified by flash chromatography (Merck silica gel 60, 230-400 mesh, 0-15% methanol in methylene chloride for 30 min) to yield 2-(2-chloro-phenyl)-4-ethyl-oxazole-5-carboxylic acid (6-morpholin-4-yl-pyridin-3... Reactants: [N+](=O)([O-])[O-].[Ag+] (silver nitrate), C(CCCCCCCCCCCCCCCCCCCCC)(=O)O (behenic acid), N (ammonia), aqueous solution, [Ag].[NH4+] (silver ammonium). The solvent is O (water), C1=CC=CC=C1 (benzene), O (water). Yields the product C(CCCCCCCCCCCCCCCCCCCCC)(=O)[O-].[Ag+] (silver behenate). As a reaction SMILES: [C:1]([OH:24])(=[O:23])[CH2:2][CH2:3][CH2:4][CH2:5][CH2:6][CH2:7][CH2:8][CH2:9][CH2:10][CH2:11][CH2:12][CH2:13][CH2:14][CH2:15][CH2:16][CH2:17][CH2:18][CH2:19][CH2:20][CH2:21][CH3:22].N.[N+]([O-])([O-])=O.[Ag+:30].[Ag].[NH4+]>C1C=CC=CC=1.O>[C:1]([O-:24])(=[O:23])[CH2:2][CH2:3][CH2:4][CH2:5][CH2:6][CH2:7][CH2:8][CH2:9][CH2:10][CH2:11][CH2:12][CH2:13][CH2:14][CH2:15][CH2:16][CH2:17][CH2:18][CH2:19][CH2:20][CH2:21][CH3:22].[Ag+:30] |f:2.3,4.5,8.9|. Procedure details: 3.4 g of behenic acid was dissolved in 100 ml of benzene at a temperature of 60° C, and the solution was adjusted to a temperature of 60° C). While stirring, 100 ml of water was added to the above solution to produce an emulsion. Aqueous ammonia was added to 80 ml of an aqueous solution containing 1.7 g of silver nitrate to prepare silver-ammonium complex, and then water was further added to make the total volume 100 ml. The resulting silver-ammonium complex-containing solution which was chilled... Reactants: ClC1=C(CCNC(OC(C)(C)C)=O)C=CC(=C1)C=1C=2C3=C(C(NC2C(=CC1OC)C)=O)SC=C3 (tert-butyl 2-chloro-4-(8-methoxy-6-methyl-4-oxo-4,5-dihydrothieno[2,3-c]quinolin-9-yl)phenethylcarbamate), C(=O)(C(F)(F)F)O (TFA). Yields the product Cl.NCCC1=C(C=C(C=C1)C=1C=2C3=C(C(NC2C(=CC1OC)C)=O)SC=C3)Cl (9-(4-(2-aminoethyl)-3-chlorophenyl)-8-methoxy-6-methylthieno[2,3-c]quinolin-4(5H)-one Hydrochloride). The yield is 124.0%. RXN SMILES: [Cl:1][C:2]1[CH:17]=[C:16]([C:18]2[C:19]3[C:20]4[CH:34]=[CH:33][S:32][C:21]=4[C:22](=[O:31])[NH:23][C:24]=3[C:25]([CH3:30])=[CH:26][C:27]=2[O:28][CH3:29])[CH:15]=[CH:14][C:3]=1[CH2:4][CH2:5][NH:6]C(=O)OC(C)(C)C.C(O)(C(F)(F)F)=O>>[ClH:1].[NH2:6][CH2:5][CH2:4][C:3]1[CH:14]=[CH:15][C:16]([C:18]2[C:19]3[C:20]4[CH:34]=[CH:33][S:32][C:21]=4[C:22](=[O:31])[NH:23][C:24]=3[C:25]([CH3:30])=[CH:26][C:27]=2[O:28][CH3:29])=[CH:17][C:2]=1[Cl:1] |f:2.3|. Procedure: Following General Procedure C, tert-butyl 2-chloro-4-(8-methoxy-6-methyl-4-oxo-4,5-dihydrothieno[2,3-c]quinolin-9-yl)phenethylcarbamate (50 mg, 0.10 mmol) was reacted with TFA (3.0 mL) to afford the desired product as a light yellow solid (27 mg, 68%): 1H NMR (500 MHz, MeOD) δ 7.62 (t, J=5.8 Hz, 1H), 7.53 (d, J=7.8 Hz, 1H), 7.35 (d, J=1.6 Hz, 1H), 7.29 (s, 1H), 7.21 (dd, J=7.7, 1.7 Hz, 1H), 6.11 (d, J=5.4 Hz, 1H), 3.75 (d, J=7.4 Hz, 3H), 3.38-3.16 (m, 4H), 2.64 (s, 3H); ESI MS m/z 399 [C21H19ClN... Starting materials: C(C)(C)(C)C=1C=C(C=O)C=CC1O (3-t-butyl-4-hydroxybenzaldehyde), FC1=CC=C(C=C1)S(=O)(=O)CC#N ((4-fluorobenzenesulphonyl)acetonitrile), O (water). Run in C(C)O (ethanol). The product is C(C)(C)(C)C=1C=C(C=CC1O)/C=C(\C#N)/S(=O)(=O)C1=CC=C(C=C1)F ((E)-3-(3-t-Butyl-4-hydroxyphenyl)-2-(4-fluorophenylsulfonyl)acrylonitrile). The yield is 82.2%. RXN SMILES: [C:1]([C:5]1[CH:6]=[C:7]([CH:10]=[CH:11][C:12]=1[OH:13])[CH:8]=O)([CH3:4])([CH3:3])[CH3:2].[F:14][C:15]1[CH:20]=[CH:19][C:18]([S:21]([CH2:24][C:25]#[N:26])(=[O:23])=[O:22])=[CH:17][CH:16]=1.O>C(O)C>[C:1]([C:5]1[CH:6]=[C:7](/[CH:8]=[C:24](/[S:21]([C:18]2[CH:19]=[CH:20][C:15]([F:14])=[CH:16][CH:17]=2)(=[O:23])=[O:22])\[C:25]#[N:26])[CH:10]=[CH:11][C:12]=1[OH:13])([CH3:4])([CH3:3])[CH3:2]. Reported procedure: The reaction mixture of 178.0 mg of 3-t-butyl-4-hydroxybenzaldehyde and 219.0 mg of (4-fluorobenzenesulphonyl)acetonitrile in 2.0 mL of ethanol containing 0.01 mL piperidine was refluxed for 4 h and cooled down. To the above reaction mixture was added water and then the aqueous layer was extracted with ethyl acetate. The organic layer was washed with brine, dried over magnesium sulfate and concentrated. The resulting residue was purified on silica gel column eluting with ethyl acetate-hexane (1:... Starting materials: C(C)OC(=O)C1=CN(C(C=C1NC1=C(C=C(C=C1)I)F)=O)C (4-(2-Fluoro-4-iodo-phenylamino)-1-methyl-6-oxo-1,6-dihydro-pyridine-3-carboxylic acid ethyl ester), C(#C)[Si](C)(C)C (ethynyl-trimethyl-silane), TEA, [F-].C(CCC)[N+](CCCC)(CCCC)CCCC (tetrabutylammonium fluoride). The reagents and catalysts are [Cu]I (CuI), Cl[Pd]([P](C1=CC=CC=C1)(C2=CC=CC=C2)C3=CC=CC=C3)([P](C4=CC=CC=C4)(C5=CC=CC=C5)C6=CC=CC=C6)Cl ((Ph3P)2PdCl2). Run in C1CCOC1.CN(C)C=O (THF DMF). Reaction conditions: time 24 hour. The product is C(C)OC(=O)C1=CN(C(C=C1NC1=C(C=C(C=C1)C#C)F)=O)C (4-(4-Ethynyl-2-fluoro-phenylamino)-1-methyl-6-oxo-1,6-dihydro-pyridine-3-carboxylic acid ethyl ester). The yield is 88.8%. RXN SMILES: [CH2:1]([O:3][C:4]([C:6]1[C:11]([NH:12][C:13]2[CH:18]=[CH:17][C:16](I)=[CH:15][C:14]=2[F:20])=[CH:10][C:9](=[O:21])[N:8]([CH3:22])[CH:7]=1)=[O:5])[CH3:2].[C:23]([Si](C)(C)C)#[CH:24].[F-].C([N+](CCCC)(CCCC)CCCC)CCC>C1COCC1.CN(C=O)C.[Cu]I.Cl[Pd](Cl)([P](C1C=CC=CC=1)(C1C=CC=CC=1)C1C=CC=CC=1)[P](C1C=CC=CC=1)(C1C=CC=CC=1)C1C=CC=CC=1>[CH2:1]([O:3][C:4]([C:6]1[C:11]([NH:12][C:13]2[CH:18]=[CH:17][C:16]([C:23]#[CH:24])=[CH:15][C:14]=2[F:20])=[CH:10][C:9](=[O:21])[N:8]([CH3:22])[CH:7]=1)=[O:5])[CH3:2] |f:2.3,4.5,^1:61,80|. Procedure: 4-(2-Fluoro-4-iodo-phenylamino)-1-methyl-6-oxo-1,6-dihydro-pyridine-3-carboxylic acid ethyl ester (1.0 g, 2.40 mmol) was reacted with ethynyl-trimethyl-silane (0.70 mL, 4.80 mmol) in the presence of CuI (0.23 g, 1.20 mmol), (Ph3P)2PdCl2 (0.085 g, 0.12 mmol) and TEA (10 mL) in THF/DMF (4:1, 25 mL) which was stirred at room temperature for 24 hours. The reaction mixture was filtered pass through a pad of alumina (neutral). The filtrate was partitioned between water (20 mL) and EtOAc (100 mL). The ... Starting materials: CCOC(=O)C(C)(C)Oc1ccc(OCCC2CN(Cc3ccc(C)c(C)c3)C(=O)N2Cc2ccc(OC)cc2)cc1, O, O=C(O)C(F)(F)F. Product: CCOC(=O)C(C)(C)Oc1ccc(OCCC2CN(Cc3ccc(C)c(C)c3)C(=O)N2)cc1. RXN SMILES: [CH2:1]([CH3:2])[O:3][C:4]([C:5]([CH3:6])([CH3:7])[O:8][c:9]1[cH:10][cH:11][c:12]([O:15][CH2:16][CH2:17][CH:18]2[N:19]([CH2:33][c:34]3[cH:35][cH:36][c:37]([O:38][CH3:39])[cH:40][cH:41]3)[C:20](=[O:32])[N:21]([CH2:23][c:24]3[cH:25][c:26]([CH3:31])[c:27]([CH3:30])[cH:28][cH:29]3)[CH2:22]2)[cH:13][cH:14]1)=[O:42].[OH2:50].[OH:43][C:44]([C:45]([F:46])([F:47])[F:48])=[O:49]>>[CH2:1]([CH3:2])[O:3][C:4]([C:5]([CH3:6])([CH3:7])[O:8][c:9]1[cH:10][cH:11][c:12]([O:15][CH2:16][CH2:17][CH:18]2[NH:19][C:20](=[O:32])[N:21]([CH2:23][c:24]3[cH:25][c:26]([CH3:31])[c:27]([CH3:30])[cH:28][cH:29]3)[CH2:22]2)[cH:13][cH:14]1)=[O:42]. Reactants: CCCCCCO, CC(C)C1(C)OC2(CC(C)(C)NC(C)(C)C2)NC1=O, OCC1CO1, Cl. Yields the product CC(C)C1(C)OC2(CC(C)(C)N(CC(O)CO)C(C)(C)C2)NC1=O. As a reaction SMILES: [CH2:26]([OH:27])[CH2:28][CH2:29][CH2:30][CH2:31][CH3:32].[CH3:1][C:2]1([CH:17]([CH3:18])[CH3:19])[O:3][C:4]2([NH:5][C:6]1=[O:7])[CH2:8][C:9]([CH3:15])([CH3:16])[NH:10][C:11]([CH3:13])([CH3:14])[CH2:12]2.[CH:20]1([CH2:21][OH:22])[CH2:23][O:24]1.[ClH:25]>>[CH3:1][C:2]1([CH:17]([CH3:18])[CH3:19])[O:3][C:4]2([NH:5][C:6]1=[O:7])[CH2:8][C:9]([CH3:15])([CH3:16])[N:10]([CH2:23][CH:20]([CH2:21][OH:22])[OH:24])[C:11]([CH3:13])([CH3:14])[CH2:12]2.